describe an organic reaction: reactants, conditions, products, and yield From a dataset of the Open Reaction Database (ORD), a public repository of structured organic reaction records. The reactants are FC1=CC=C(OC(CNC2=C(C(=O)[O-])C=CC=C2)C)C=C1 (2-(4-fluorophenoxy)propylaminobenzoate), [OH-].[K+] (potassium hydroxide), C(C)O (ethanol). The solvent is C(Cl)(Cl)Cl (chloroform), CCCCCC (hexane), O (water), Cl (hydrochloric acid). Product: FC1=CC=C(OC(CNC2=CC=C(C(=O)O)C=C2)C)C=C1 (p-2-(4-fluorophenoxy)propylaminobenzoic acid). As a reaction SMILES: [F:1][C:2]1[CH:21]=[CH:20][C:5]([O:6][CH:7]([CH3:19])[CH2:8][NH:9][C:10]2[CH:18]=[CH:17][CH:16]=[CH:15][C:11]=2C([O-])=O)=[CH:4][CH:3]=1.[OH-:22].[K+].[CH2:24]([OH:26])C>O.Cl.C(Cl)(Cl)Cl.CCCCCC>[F:1][C:2]1[CH:3]=[CH:4][C:5]([O:6][CH:7]([CH3:19])[CH2:8][NH:9][C:10]2[CH:11]=[CH:15][C:16]([C:24]([OH:26])=[O:22])=[CH:17][CH:18]=2)=[CH:20][CH:21]=1 |f:1.2|. Reported procedure: A solution of 2.6 g of ethyl p-[2-(4-fluorophenoxy)propylaminobenzoate in 100 ml of 95% ethanol containing 2.7 g of potassium hydroxide was heated to reflux for 2 hours. The reaction was cooled, diluted with 100 ml of water and neutralized with 37% hydrochloric acid. The solid was collected and dried giving a white solid which was dissolved in 25 ml of chloroform and diluted with 1 ml of hexane giving a solid with a m.p. 171°-172° C. Starting materials: N1(CCCCC1)CC#CCCCCN (7-piperidinohept-5-ynylamine), COC1=NS(N=C1OC)(=O)=O (3,4-dimethoxy-1,2,5-thiadiazole-1,1-dioxide), N (ammonia). Yields the product NC1=NS(N=C1NCCCCC#CCN1CCCCC1)(=O)=O (3-Amino-4-[7-piperidinohept-5-ynylamino]-1,2,5-thiadiazole-1,1-dioxide). As a reaction SMILES: [N:1]1([CH2:7][C:8]#[C:9][CH2:10][CH2:11][CH2:12][CH2:13][NH2:14])[CH2:6][CH2:5][CH2:4][CH2:3][CH2:2]1.CO[C:17]1[C:21](OC)=[N:20][S:19](=[O:25])(=[O:24])[N:18]=1.[NH3:26]>>[NH2:26][C:17]1[C:21]([NH:14][CH2:13][CH2:12][CH2:11][CH2:10][C:9]#[C:8][CH2:7][N:1]2[CH2:6][CH2:5][CH2:4][CH2:3][CH2:2]2)=[N:20][S:19](=[O:25])(=[O:24])[N:18]=1. Procedure details: In a manner similar to Example 1, reaction of 7-piperidinohept-5-ynylamine and 3,4-dimethoxy-1,2,5-thiadiazole-1,1-dioxide followed by reaction with ammonia gives the title compound. Starting materials: [BH4-], CO, [Na+], O, O=Cc1ccc(Oc2ccccn2)cc1. Yields the product OCc1ccc(Oc2ccccn2)cc1. As a reaction SMILES: [BH4-:16].[CH3:19][OH:20].[Na+:17].[OH2:18].[n:1]1[c:2]([O:7][c:8]2[cH:9][cH:10][c:11]([CH:14]=[O:15])[cH:12][cH:13]2)[cH:3][cH:4][cH:5][cH:6]1>>[n:1]1[c:2]([O:7][c:8]2[cH:9][cH:10][c:11]([CH2:14][OH:15])[cH:12][cH:13]2)[cH:3][cH:4][cH:5][cH:6]1. Starting materials: C1N(CC2C1CNC2)C(=O)OC(C)(C)C (tert-Butyl hexahydropyrrolo[3,4-c]pyrrole-2(1H)-carboxylate), ClC=1C=CC=2N(N1)C(=NN2)C(F)(F)F (6-chloro-3-(trifluoromethyl)-[1,2,4]triazolo[4,3-b]pyridazine), C(C)(C)N(CC)C(C)C (diisopropyethylamine). Run in C(C)O (ethanol). Run at temperature 70 celsius, time 1 hour. The product is FC(C1=NN=C2N1N=C(C=C2)N2CC1C(C2)CN(C1)C(=O)OC(C)(C)C)(F)F (tert-butyl 5-(3-(trifluoromethyl)-[1,2,4]triazolo[4,3-b]pyridazin-6-yl)hexahydropyrrolo[3,4-c]pyrrole-2(1H)-carboxylate). Yield: 55.9%. As a reaction SMILES: [CH2:1]1[CH:5]2[CH2:6][NH:7][CH2:8][CH:4]2[CH2:3][N:2]1[C:9]([O:11][C:12]([CH3:15])([CH3:14])[CH3:13])=[O:10].Cl[C:17]1[CH:18]=[CH:19][C:20]2[N:21]([C:23]([C:26]([F:29])([F:28])[F:27])=[N:24][N:25]=2)[N:22]=1.C(N(C(C)C)CC)(C)C>C(O)C>[F:28][C:26]([F:27])([F:29])[C:23]1[N:21]2[N:22]=[C:17]([N:7]3[CH2:6][CH:5]4[CH2:1][N:2]([C:9]([O:11][C:12]([CH3:15])([CH3:14])[CH3:13])=[O:10])[CH2:3][CH:4]4[CH2:8]3)[CH:18]=[CH:19][C:20]2=[N:25][N:24]=1. Reported procedure: tert-Butyl hexahydropyrrolo[3,4-c]pyrrole-2(1H)-carboxylate (3.15 g, 14.83 mmol) was added to a mixture of 6-chloro-3-(trifluoromethyl)-[1,2,4]triazolo[4,3-b]pyridazine (3 g, 13.48 mmol) and diisopropyethylamine (4.66 mL, 26.96 mmol) and ethanol (50 mL). The mixture was warmed to 70° C. over a period of 10 minutes, stirred at 70° C. for 1 hour, and then allowed to cool to ambient temperature to give a precipitate. The precipitate was collected by filtration, washed with ethanol (50 mL), and drie...